Dataset: the Open Reaction Database (ORD), a public repository of structured organic reaction records. Task: describe an organic reaction: reactants, conditions, products, and yield Starting materials: C1COCCO1, [K+], [OH-], CS(=O)(=O)c1ccc(N(S(=O)(=O)c2ccccc2)S(=O)(=O)c2ccccc2)c(I)c1. Product: CS(=O)(=O)c1ccc(NS(=O)(=O)c2ccccc2)c(I)c1. Reaction SMILES: [CH2:33]1[O:34][CH2:35][CH2:36][O:37][CH2:38]1.[K+:32].[OH-:31].[c:1]1([S:7](=[O:8])(=[O:9])[N:10]([c:11]2[c:12]([I:21])[cH:13][c:14]([S:17](=[O:18])(=[O:19])[CH3:20])[cH:15][cH:16]2)[S:22]([c:23]2[cH:24][cH:25][cH:26][cH:27][cH:28]2)(=[O:29])=[O:30])[cH:2][cH:3][cH:4][cH:5][cH:6]1>>[c:1]1([S:7](=[O:8])(=[O:9])[NH:10][c:11]2[c:12]([I:21])[cH:13][c:14]([S:17](=[O:18])(=[O:19])[CH3:20])[cH:15][cH:16]2)[cH:2][cH:3][cH:4][cH:5][cH:6]1. Reactants: [Al+3].[Cl-].[Cl-].[Cl-] (AlCl3), ice water, C(C)(C)(C)C1=C(C(=CC=C1)C(C)(C)C)O (2,6-di-t-butylphenol), COC(=O)C(=O)Cl (methyloxalylchloride). Solvent: ClCCl (dichloromethane), ClCCl (dichloromethane), ClCCl (dichloromethane). Run at temperature 0 celsius, time 5 minute. Product: CC(C)(C)C=1C=C(C=C(C1O)C(C)(C)C)C(C(=O)OC)=O (3,5-Bis(1,1-dimethylethyl)-4-hydroxy-α-oxo-benzeneacetic acid, methyl ester). As a reaction SMILES: [CH3:1][O:2][C:3]([C:5](Cl)=[O:6])=[O:4].[Al+3].[Cl-].[Cl-].[Cl-].[C:12]([C:16]1[CH:21]=[CH:20][CH:19]=[C:18]([C:22]([CH3:25])([CH3:24])[CH3:23])[C:17]=1[OH:26])([CH3:15])([CH3:14])[CH3:13]>ClCCl>[CH3:15][C:12]([C:16]1[CH:21]=[C:20]([C:5](=[O:6])[C:3]([O:2][CH3:1])=[O:4])[CH:19]=[C:18]([C:22]([CH3:25])([CH3:24])[CH3:23])[C:17]=1[OH:26])([CH3:13])[CH3:14] |f:1.2.3.4|. Procedure: A dichloromethane (50 mL) solution of 13.6 g (106.5 mmol, 1.1 equiv.) of methyloxalylchloride is added over 15 minutes to a 0° C. stirred slurry of 14.2 g (106.5 mmol, 1.1 equiv.) of AlCl3 in 100 mL of dichloromethane under nitrogen atmosphere. The reaction is stirred at 0° C. for 5 minutes and treated with a dichloromethane (50 mL) solution of 20.0 g (96.9 mmol) of 2,6-di-t-butylphenol over 30 minutes. The reaction is stirred for 3 hours and poured onto 700 mL of ice water and the layers separa...